From a dataset of the Open Reaction Database (ORD), a public repository of structured organic reaction records. describe an organic reaction: reactants, conditions, products, and yield The reactants are ClC1=NC=C(C(=O)N)C(=C1)NCC=1C=NC=CC1 (6-chloro-4-(pyridin-3-ylmethylamino)nicotinamide), NC=1C=CC(=C(C1)NC(=O)N1CCCC1)F (N-(5-amino-2-fluorophenyl)pyrrolidine-1-carboxamide), C=1C=CC(=CC1)P(C=2C=CC=CC2)C3=CC=C4C=CC=CC4=C3C5=C6C=CC=CC6=CC=C5P(C=7C=CC=CC7)C=8C=CC=CC8 (BINAP), C(=O)([O-])[O-].[Cs+].[Cs+] (Cs2CO3). The reagents and catalysts are CC(=O)[O-].CC(=O)[O-].[Pd+2] (Pd(OAc)2). Solvent: O1CCOCC1 (dioxane). The product is FC1=C(C=C(C=C1)NC1=NC=C(C(=O)N)C(=C1)NCC=1C=NC=CC1)NC(=O)N1CCCC1 (6-(4-fluoro-3-(pyrrolidine-1-carboxamido)phenylamino)-4-(pyridin-3-ylmethylamino)nicotinamide). Yield: 22.2%. As a reaction SMILES: Cl[C:2]1[CH:10]=[C:9]([NH:11][CH2:12][C:13]2[CH:14]=[N:15][CH:16]=[CH:17][CH:18]=2)[C:5]([C:6]([NH2:8])=[O:7])=[CH:4][N:3]=1.[NH2:19][C:20]1[CH:21]=[CH:22][C:23]([F:34])=[C:24]([NH:26][C:27]([N:29]2[CH2:33][CH2:32][CH2:31][CH2:30]2)=[O:28])[CH:25]=1.C1C=CC(P(C2C(C3C(P(C4C=CC=CC=4)C4C=CC=CC=4)=CC=C4C=3C=CC=C4)=C3C(C=CC=C3)=CC=2)C2C=CC=CC=2)=CC=1.C([O-])([O-])=O.[Cs+].[Cs+]>O1CCOCC1.CC([O-])=O.CC([O-])=O.[Pd+2]>[F:34][C:23]1[CH:22]=[CH:21][C:20]([NH:19][C:2]2[CH:10]=[C:9]([NH:11][CH2:12][C:13]3[CH:14]=[N:15][CH:16]=[CH:17][CH:18]=3)[C:5]([C:6]([NH2:8])=[O:7])=[CH:4][N:3]=2)=[CH:25][C:24]=1[NH:26][C:27]([N:29]1[CH2:33][CH2:32][CH2:31][CH2:30]1)=[O:28] |f:3.4.5,7.8.9|. Reported procedure: A mixture of 6-chloro-4-(pyridin-3-ylmethylamino)nicotinamide (2, 27 mg, 0.1 mmoles), N-(5-amino-2-fluorophenyl)pyrrolidine-1-carboxamide (3, 34 mg, 0.15 mmoles), Pd(OAc)2 (2 mg). BINAP (15 mg), Cs2CO3 (100 mg) in dioxane (1 mL) was heated at 120° C. under microwave for 60 min. Purification with reversed phase HPLC, 6-(4-fluoro-3-(pyrrolidine-1-carboxamido)phenylamino)-4-(pyridin-3-ylmethylamino)nicotinamide (4, 10 mg) was obtained. MS found for C23H24FN7O2 as (M+H)+ 450.5, UV: λ=249.1 nm. 1H NM... Reactants: ClC1=NC=C(C(=C1C)CC(C(OCC)OCC)(C1=CC=CC=C1)O)NC(C(C)(C)C)=O (3-[2-Chloro-3-methyl-5-pivaloylamino-4-pyridyl]-1,1-diethoxy-2-hydroxy-2-phenylpropane), C(=O)(O)[O-].[Na+] (NaHCO3). Solvent: Cl (HCl). The product is ClC=1C(=C2C=C(C=NC2=CN1)C1=CC=CC=C1)C (6-Chloro-5-methyl-3-phenyl-1,7-naphthyridine). RXN SMILES: [Cl:1][C:2]1[C:7]([CH3:8])=[C:6]([CH2:9][C:10](O)([C:18]2[CH:23]=[CH:22][CH:21]=[CH:20][CH:19]=2)C(OCC)OCC)[C:5]([NH:25][C:26](=O)C(C)(C)C)=[CH:4][N:3]=1.C([O-])(O)=O.[Na+]>Cl>[Cl:1][C:2]1[C:7]([CH3:8])=[C:6]2[C:5](=[CH:4][N:3]=1)[N:25]=[CH:26][C:10]([C:18]1[CH:19]=[CH:20][CH:21]=[CH:22][CH:23]=1)=[CH:9]2 |f:1.2|. Procedure details: 180.5 g (0.4 mol) of finely divided compound from Example I are intensively stirred under reflux for 5 h in 2.6 l of 2N HCl using a mechanical stirrer. The mixture is then neutralised with NaHCO3 and extracted several times with ethyl acetate, and the extracts are dried. 37.6 g of the title compound are obtained by crystallisation. Chromatography of the mother liquor (silica gel, toluene→toluene/ethyl acetate 2:1) yields a further 23.14 g of the title compound. Total yield: 60% M.p.: 136° C.